Dataset: the Open Reaction Database (ORD), a public repository of structured organic reaction records. Task: describe an organic reaction: reactants, conditions, products, and yield Starting materials: C1(=CC=CC=C1)OC(NC=1C(=NC(=C(C1)C)C)OC)=O (Phenyl-N-(5,6-dimethyl-2-methoxypyridin-3-yl)carbamate), C1(=C(C=CC(=C1)C)C)N1CCNCC1 (1-(2,5-xylyl)piperazine). RXN SMILES: C1(O[C:8](=[O:20])[NH:9][C:10]2[C:11]([O:18][CH3:19])=[N:12][C:13]([CH3:17])=[C:14]([CH3:16])[CH:15]=2)C=CC=CC=1.[C:21]1([N:29]2[CH2:34][CH2:33][NH:32][CH2:31][CH2:30]2)[CH:26]=[C:25]([CH3:27])[CH:24]=[CH:23][C:22]=1[CH3:28]>>[CH3:16][C:14]1[CH:15]=[C:10]([NH:9][C:8]([N:32]2[CH2:33][CH2:34][N:29]([C:21]3[CH:26]=[C:25]([CH3:27])[CH:24]=[CH:23][C:22]=3[CH3:28])[CH2:30][CH2:31]2)=[O:20])[C:11]([O:18][CH3:19])=[N:12][C:13]=1[CH3:17]. Reported procedure: Phenyl-N-(5,6-dimethyl-2-methoxypyridin-3-yl)carbamate and 1-(2,5-xylyl)piperazine were reacted by the same way with the example 1 to obtain the titled compound. The product is CC=1C=C(C(=NC1C)OC)NC(=O)N1CCN(CC1)C1=C(C=CC(=C1)C)C (1-[(5,6-dimethyl-2-methoxypyridin-3-yl)aminocarbonyl]-4-(2,5-xylyl)piperazine). Isolated yield 72.0%.